This data is from the Open Reaction Database (ORD), a public repository of structured organic reaction records. The task is: describe an organic reaction: reactants, conditions, products, and yield Starting materials: COCCC1CNCCN1, Cl, NC1=Nc2cc(F)ccc2Nc2sc3ccccc3c21. Product: COCCC1CN(C2=Nc3cc(F)ccc3Nc3sc4ccccc4c32)CCN1. As a reaction SMILES: [CH3:22][O:23][CH2:24][CH2:25][CH:26]1[NH:27][CH2:28][CH2:29][NH:30][CH2:31]1.[ClH:1].[F:2][c:3]1[cH:4][c:5]2[c:6]([cH:20][cH:21]1)[NH:7][c:8]1[s:9][c:10]3[c:11]([c:12]1[C:13]([NH2:15])=[N:14]2)[cH:16][cH:17][cH:18][cH:19]3>>[F:2][c:3]1[cH:4][c:5]2[c:6]([cH:20][cH:21]1)[NH:7][c:8]1[s:9][c:10]3[c:11]([c:12]1[C:13]([N:15]1[CH2:29][CH2:28][NH:27][CH:26]([CH2:25][CH2:24][O:23][CH3:22])[CH2:31]1)=[N:14]2)[cH:16][cH:17][cH:18][cH:19]3. Starting materials: C1COCCN1, C=CCOC(=O)c1cccc(COc2ccc3c(=O)c(-c4ccc(NS(C)(=O)=O)cc4)coc3c2)c1, C1CCOC1. The product is CS(=O)(=O)Nc1ccc(-c2coc3cc(OCc4cccc(C(=O)O)c4)ccc3c2=O)cc1. RXN SMILES: [CH2:37]1[NH:38][CH2:39][CH2:40][O:41][CH2:42]1.[CH3:1][S:2](=[O:3])(=[O:4])[NH:5][c:6]1[cH:7][cH:8][c:9](-[c:12]2[cH:13][o:14][c:15]3[cH:16][c:17]([O:23][CH2:24][c:25]4[cH:26][c:27]([C:28](=[O:29])[O:30][CH2:31][CH:32]=[CH2:33])[cH:34][cH:35][cH:36]4)[cH:18][cH:19][c:20]3[c:21]2=[O:22])[cH:10][cH:11]1.[O:43]1[CH2:44][CH2:45][CH2:46][CH2:47]1>>[CH3:1][S:2](=[O:3])(=[O:4])[NH:5][c:6]1[cH:7][cH:8][c:9](-[c:12]2[cH:13][o:14][c:15]3[cH:16][c:17]([O:23][CH2:24][c:25]4[cH:26][c:27]([C:28](=[O:29])[OH:30])[cH:34][cH:35][cH:36]4)[cH:18][cH:19][c:20]3[c:21]2=[O:22])[cH:10][cH:11]1. The reactants are C(C)(=O)SC\C(\C(=O)O)=C\C1=CC=CC=C1 ((E)-2-acetylthiomethyl-3-phenylpropenoic acid), NC(CC(=O)OC)C (methyl 3-(RS)-aminobutanoate). Product: O=C(/C(=C\C1=CC=CC=C1)/CSC(C)=O)NC(CC(=O)OC)C (methyl 3-(RS)-N-(E)-[1-oxo-2-(acetylthiomethyl)-3-phenylpropenyl]aminobutanoate). As a reaction SMILES: [C:1]([S:4][CH2:5]/[C:6](=[CH:10]/[C:11]1[CH:16]=[CH:15][CH:14]=[CH:13][CH:12]=1)/[C:7]([OH:9])=O)(=[O:3])[CH3:2].[NH2:17][CH:18]([CH3:24])[CH2:19][C:20]([O:22][CH3:23])=[O:21]>>[O:9]=[C:7]([NH:17][CH:18]([CH3:24])[CH2:19][C:20]([O:22][CH3:23])=[O:21])/[C:6](/[CH2:5][S:4][C:1](=[O:3])[CH3:2])=[CH:10]\[C:11]1[CH:16]=[CH:15][CH:14]=[CH:13][CH:12]=1. Procedure details: The (E)-2-acetylthiomethyl-3-phenylpropenoic acid described in Example 1 (step C) is coupled with methyl 3-(RS)-aminobutanoate according to the experimental procedure described in Example 1 (step D).